This data is from the Open Reaction Database (ORD), a public repository of structured organic reaction records. The task is: describe an organic reaction: reactants, conditions, products, and yield Starting materials: BrCCC1=C(CBr)C=CC=C1 (2-(2-bromoethyl)benzyl bromide), C(C)OP(OCC)OCC (triethylphosphite). Yields the product BrCCC1=C(CP(OCC)(OCC)=O)C=CC=C1 (Diethyl 2-(2-Bromoethyl)benzylphosphonate). Isolated yield 69.1%. As a reaction SMILES: [Br:1][CH2:2][CH2:3][C:4]1[CH:11]=[CH:10][CH:9]=[CH:8][C:5]=1[CH2:6]Br.[CH2:12]([O:14][P:15]([O:19]CC)[O:16][CH2:17][CH3:18])[CH3:13]>>[Br:1][CH2:2][CH2:3][C:4]1[CH:11]=[CH:10][CH:9]=[CH:8][C:5]=1[CH2:6][P:15](=[O:19])([O:16][CH2:17][CH3:18])[O:14][CH2:12][CH3:13]. Procedure details: In a round bottom flask equipped for distillation, 15.0 g (54 mmol) of 2-(2-bromoethyl)benzyl bromide and 9.0 g (54 mmol) of triethylphosphite were heated on an oil bath with stirring at 90°-100° C. When ethyl bromide ceased distilling off (1 h) the remaining volatile by-products and triethylphosphite were removed from the mixture by distillation under vacuum. The viscous oil which remained was chromatographed on a column of silica gel with hexane-ethyl acetate (1:1) as eluant. The combined frac... Reactants: BrC=1C=C(C(=NC1)Cl)S(=O)(=O)Cl (5-bromo-2-chloropyridine-3-sulfonyl chloride), N1C[C@H](CC1)NC(OC(C)(C)C)=O ((S)-tert-butyl pyrrolidin-3-ylcarbamate). Yields the product BrC=1C=C(C(=NC1)Cl)S(=O)(=O)N1C[C@H](CC1)NC(OC(C)(C)C)=O ((S)-tert-Butyl 1-(5-bromo-2-chloropyridin-3-ylsulfonyl)pyrrolidin-3-ylcarbamate). Reaction SMILES: [Br:1][C:2]1[CH:3]=[C:4]([S:9](Cl)(=[O:11])=[O:10])[C:5]([Cl:8])=[N:6][CH:7]=1.[NH:13]1[CH2:17][CH2:16][C@H:15]([NH:18][C:19](=[O:25])[O:20][C:21]([CH3:24])([CH3:23])[CH3:22])[CH2:14]1>>[Br:1][C:2]1[CH:3]=[C:4]([S:9]([N:13]2[CH2:17][CH2:16][C@H:15]([NH:18][C:19](=[O:25])[O:20][C:21]([CH3:23])([CH3:22])[CH3:24])[CH2:14]2)(=[O:11])=[O:10])[C:5]([Cl:8])=[N:6][CH:7]=1. Procedure: Prepared according to the methods described in reagent preparation 25 using 5-bromo-2-chloropyridine-3-sulfonyl chloride and (S)-tert-butyl pyrrolidin-3-ylcarbamate in step 1. 1H NMR (400 MHz, CDCl3) δ 8.61 (d, 1H), 8.52 (d, 1H), 4.67 (s, 1H), 4.25 (s, 1H), 3.57 (m, 4H), 3.34 (m, 1H), 2.22 (m, 1H), 1.92 (m, 1H), 1.45 (s, 9H); MS (ES) for C14H19BrClN3O4S: 440, 442 (Br isotopes, MH+). Reactants: CCOC(COCCCCOc1c(CC)cc(OC(=O)c2ccccc2)cc1CC)OCC, CO, Cl, [K+], [OH-], O. The product is CCOC(COCCCCOc1c(CC)cc(O)cc1CC)OCC. As a reaction SMILES: [CH2:1]([CH3:2])[c:3]1[cH:4][c:5]([O:25][C:26](=[O:27])[c:28]2[cH:29][cH:30][cH:31][cH:32][cH:33]2)[cH:6][c:7]([CH2:23][CH3:24])[c:8]1[O:9][CH2:10][CH2:11][CH2:12][CH2:13][O:14][CH2:15][CH:16]([O:17][CH2:18][CH3:19])[O:20][CH2:21][CH3:22].[CH3:37][OH:38].[ClH:36].[K+:35].[OH-:34].[OH2:39]>>[CH2:1]([CH3:2])[c:3]1[cH:4][c:5]([OH:25])[cH:6][c:7]([CH2:23][CH3:24])[c:8]1[O:9][CH2:10][CH2:11][CH2:12][CH2:13][O:14][CH2:15][CH:16]([O:17][CH2:18][CH3:19])[O:20][CH2:21][CH3:22].